From a dataset of the Open Reaction Database (ORD), a public repository of structured organic reaction records. describe an organic reaction: reactants, conditions, products, and yield Reactants: CN(C)C=O, O=C(O)c1ccc(OCCOC(=O)C2CC2)cc1, O=S(Cl)Cl. Yields the product O=C(O)c1ccc(OCCOC(=O)C2CC2)cc1, [Cl-]. As a reaction SMILES: [CH3:23][N:24]([CH3:25])[CH:26]=[O:27].[CH:1]1([C:4](=[O:5])[O:6][CH2:7][CH2:8][O:9][c:10]2[cH:11][cH:12][c:13]([C:14](=[O:15])[OH:16])[cH:17][cH:18]2)[CH2:2][CH2:3]1.[S:19]([Cl:20])([Cl:21])=[O:22]>>[CH:1]1([C:4](=[O:5])[O:6][CH2:7][CH2:8][O:9][c:10]2[cH:11][cH:12][c:13]([C:14](=[O:15])[OH:16])[cH:17][cH:18]2)[CH2:2][CH2:3]1.[Cl-:21].